From a dataset of the Open Reaction Database (ORD), a public repository of structured organic reaction records. describe an organic reaction: reactants, conditions, products, and yield Reactants: C(C)N1C2=C(C(N(C3=C1C=C(C=C3)[N+](=O)[O-])C)=O)C=CC=N2 (6,11-dihydro-11-ethyl-6-methyl-9-nitro-5H-pyrido[2,3-b][1,5]benzodiazepin-5-one), O.O.Cl[Sn]Cl (SnCl2.2H2O), [OH-].[Na+] (sodium hydroxide), C([O-])(O)=O.[Na+] (sodium bicarbonate). Solvent: C(C)(=O)O (acetic acid), Cl (hydrochloric acid). Reaction conditions: time 6 hour. Product: NC1=CC2=C(N(C(C3=C(N2CC)N=CC=C3)=O)C)C=C1 (6,11-dihydro-9-amino-11-ethyl-6-methyl-5H-pyrido[2,3-b][1,5]benzodiazepin-5-one). Isolated yield 44.7%. RXN SMILES: [CH2:1]([N:3]1[C:9]2[CH:10]=[C:11]([N+:14]([O-])=O)[CH:12]=[CH:13][C:8]=2[N:7]([CH3:17])[C:6](=[O:18])[C:5]2[CH:19]=[CH:20][CH:21]=[N:22][C:4]1=2)[CH3:2].O.O.Cl[Sn]Cl.C(=O)(O)[O-].[Na+].[OH-].[Na+]>C(O)(=O)C.Cl>[NH2:14][C:11]1[CH:12]=[CH:13][C:8]2[N:7]([CH3:17])[C:6](=[O:18])[C:5]3[CH:19]=[CH:20][CH:21]=[N:22][C:4]=3[N:3]([CH2:1][CH3:2])[C:9]=2[CH:10]=1 |f:1.2.3,4.5,6.7|. Procedure: To a solution of 0.3 g (1 mmol) of 6,11-dihydro-11-ethyl-6-methyl-9-nitro-5H-pyrido[2,3-b][1,5]benzodiazepin-5-one in acetic acid (5 ml) was added a solution of SnCl2.2H2O (1.7 g) in concentrated hydrochloric acid (2.2 ml). The mixture was stirred at room temperature for 6 hours, and then poured into a saturated sodium bicarbonate solution and made basic with aqueous sodium hydroxide. The aqueous phase was then extracted with ethyl acetate, dried (MgSO4), filtered and concentrated in vacuo. The ... Starting materials: OCCN1CCCC1, N#CN1Cc2ccccc2-c2ccccc2C1. Product: N=C(OCCN1CCCC1)N1Cc2ccccc2-c2ccccc2C1. Reaction SMILES: [OH:18][CH2:19][CH2:20][N:21]1[CH2:22][CH2:23][CH2:24][CH2:25]1.[cH:1]1[cH:2][cH:3][cH:4][c:5]2[c:11]1-[c:10]1[c:9]([cH:15][cH:14][cH:13][cH:12]1)[CH2:8][N:7]([C:16]#[N:17])[CH2:6]2>>[cH:1]1[cH:2][cH:3][cH:4][c:5]2[c:11]1-[c:10]1[c:9]([cH:15][cH:14][cH:13][cH:12]1)[CH2:8][N:7]([C:16](=[NH:17])[O:18][CH2:19][CH2:20][N:21]1[CH2:22][CH2:23][CH2:24][CH2:25]1)[CH2:6]2. The reactants are 40, NC1=C(C=C(C=C1)Cl)NCCCO (3-[(2-amino-5-chlorophenyl)amino]-1-propanol), OC(S(=O)(=O)[O-])C1CCCCC1.[Na+] (sodium α-hydroxycyclohexanemethanesulfonate), C(C)O (ethanol). Solvent: O (water). Product: 34, ClC=1C=CC2=C(N(C(=N2)C2CCCCC2)CCCO)C1 (6-chloro-2-cyclohexyl-1H-benzimidazole-1-propanol). The yield is 58.0%. As a reaction SMILES: [NH2:1][C:2]1[CH:7]=[CH:6][C:5]([Cl:8])=[CH:4][C:3]=1[NH:9][CH2:10][CH2:11][CH2:12][OH:13].O[CH:15]([CH:20]1[CH2:25][CH2:24][CH2:23][CH2:22][CH2:21]1)S([O-])(=O)=O.[Na+].C(O)C>O>[Cl:8][C:5]1[CH:6]=[CH:7][C:2]2[N:1]=[C:15]([CH:20]3[CH2:25][CH2:24][CH2:23][CH2:22][CH2:21]3)[N:9]([CH2:10][CH2:11][CH2:12][OH:13])[C:3]=2[CH:4]=1 |f:1.2|. Reported procedure: A mixture of 40 parts of 3-[(2-amino-5-chlorophenyl)amino]-1-propanol, 87 parts of sodium α-hydroxycyclohexanemethanesulfonate and 200 parts of ethanol is stirred and refluxed for 10 minutes. The reaction mixture is diluted with water and the solvent is evaporated. The residue is extracted a few times with trichloromethane. The combined extracts are dried, filtered and evaporated. The oily residue is triturated in 2,2'-oxybispropane: a sticky tar precipitates. The 2,2'-oxybispropane is decanted ... Reactants: N1=CC(=CC2=CC=CC=C12)B(O)O (3-Quinolineboronic acid), [Cl-].[Li+] (lithium chloride), FC(S(=O)(=O)OC1=CCN(CC1)C(=O)OC(C)(C)C)(F)F (tert-butyl 4-(trifluoromethylsulfonyloxy)-5,6-dihydropyridine-1(2H)-carboxylate), C([O-])(O)=O.[Na+] (sodium bicarbonate). The reagents and catalysts are C=1C=CC(=CC1)[P](C=2C=CC=CC2)(C=3C=CC=CC3)[Pd]([P](C=4C=CC=CC4)(C=5C=CC=CC5)C=6C=CC=CC6)([P](C=7C=CC=CC7)(C=8C=CC=CC8)C=9C=CC=CC9)[P](C=1C=CC=CC1)(C=1C=CC=CC1)C=1C=CC=CC1 (Tetrakis(triphenylphosphine)palladium(0)). Run in C(C)(=O)OCC (ethyl acetate), C1(=CC=CC=C1)C (toluene), C(C)O (ethanol). Yields the product N1=CC(=CC2=CC=CC=C12)C1=CCN(CC1)C(=O)OC(C)(C)C (tert-Butyl 4-(quinolin-3-yl)-5,6-dihydropyridine-1(2H)-carboxylate). Isolated yield 76.0%. As a reaction SMILES: [N:1]1[C:10]2[C:5](=[CH:6][CH:7]=[CH:8][CH:9]=2)[CH:4]=[C:3](B(O)O)[CH:2]=1.FC(F)(F)S(O[C:20]1[CH2:25][CH2:24][N:23]([C:26]([O:28][C:29]([CH3:32])([CH3:31])[CH3:30])=[O:27])[CH2:22][CH:21]=1)(=O)=O.C(=O)(O)[O-].[Na+].[Cl-].[Li+]>C1(C)C=CC=CC=1.C(O)C.C(OCC)(=O)C.C1C=CC([P]([Pd]([P](C2C=CC=CC=2)(C2C=CC=CC=2)C2C=CC=CC=2)([P](C2C=CC=CC=2)(C2C=CC=CC=2)C2C=CC=CC=2)[P](C2C=CC=CC=2)(C2C=CC=CC=2)C2C=CC=CC=2)(C2C=CC=CC=2)C2C=CC=CC=2)=CC=1>[N:1]1[C:10]2[C:5](=[CH:6][CH:7]=[CH:8][CH:9]=2)[CH:4]=[C:3]([C:20]2[CH2:25][CH2:24][N:23]([C:26]([O:28][C:29]([CH3:32])([CH3:31])[CH3:30])=[O:27])[CH2:22][CH:21]=2)[CH:2]=1 |f:2.3,4.5,^1:61,63,82,101|. Procedure details: 3-Quinolineboronic acid (250 mg, 1.4 mmol) and tert-butyl 4-(trifluoromethylsulfonyloxy)-5,6-dihydropyridine-1(2H)-carboxylate (580 mg, 1.8 mmol) were combined and dissolved in a mixture of toluene (10 mL) and ethanol (1 mL). 2M aqueous sodium bicarbonate solution (1.5 mL, 3.0 mmol) was added to the mixture followed by lithium chloride (180 mg, 4.2 mmol). Nitrogen gas was bubbled through the mixture for 10 minutes. Tetrakis(triphenylphosphine)palladium(0) (75 mg, 0.07 mmol) was added to the mixt... Procedure: Trans-Cinnamaldehyde (13.2 g, 12.6 ml, 0.1 mol) of, glycerol (92.09 g, 73.7 ml, 1 mol) and 10% Pd/C (0.66 g, 5 wt % relative to the aldehyde) are charged to a Parr reactor, purged three times with nitrogen, heated to 200° C. with stirring and reacted at 1000 psi of hydrogen for 20 h. GC analysis shows complete consumption of the aldehyde. The mixture is filtered, the product extracted with ether (50 ml×5), and the combined ether solution is dried with sodium sulfate. The solvent is evaporated an... Yields the product C(C(O)CO)OCC(O)CO (Glyceryl Ether). The reagents and catalysts are [Pd] (Pd/C). As a reaction SMILES: C(=O)/C=C/C1C=CC=CC=1.[OH:11][CH2:12][CH:13]([CH2:15][OH:16])[OH:14].C1(CCC[CH2:26][CH:27]([OH:30])[CH2:28][OH:29])C=CC=CC=1.C1(CCCCC(O)CO)CCCCC1>[Pd]>[CH2:12]([O:11][CH2:26][CH:27]([CH2:28][OH:29])[OH:30])[CH:13]([CH2:15][OH:16])[OH:14]. Reaction conditions: temperature 200 celsius. The reactants are C1(=CC=CC=C1)CCCCC(CO)O (3-(3-phenylpropyl)-1,2-propanediol), C1(CCCCC1)CCCCC(CO)O (3-(3-cyclohexylpropyl)-1,2-propanediol), C(\C=C\C1=CC=CC=C1)=O (Trans-Cinnamaldehyde), OCC(O)CO (glycerol), aldehyde. Reactants: O=C1CC2=C(S1)C=CC=C2 (2,3-dihydro-2-oxo-benzo[b]thiophene), [H-].[Na+] (sodium hydride), Cl (hydrochloric acid), ice, ClC=1C=C(C=CC1)NC(OC1=CC=CC=C1)=O (phenyl N-(3-chlorophenyl)-carbamate). Solvent: CN(P(N(C)C)(N(C)C)=O)C (hexamethylphosphoric acid triamide), CN(P(N(C)C)(N(C)C)=O)C (hexamethylphosphoric acid triamide). Conditions: time 1 hour. Product: ClC=1C=C(C=CC1)NC(=O)C1C2=C(SC1=O)C=CC=C2 (N-(3-chlorophenyl)-2-oxo-2,3-dihydro-3-benzo[b]thiophenecarboxamide). Reaction SMILES: [O:1]=[C:2]1[S:6][C:5]2[CH:7]=[CH:8][CH:9]=[CH:10][C:4]=2[CH2:3]1.[H-].[Na+].[Cl:13][C:14]1[CH:15]=[C:16]([NH:20][C:21](=O)[O:22]C2C=CC=CC=2)[CH:17]=[CH:18][CH:19]=1.Cl>CN(C)P(=O)(N(C)C)N(C)C>[Cl:13][C:14]1[CH:15]=[C:16]([NH:20][C:21]([CH:3]2[C:2](=[O:1])[S:6][C:5]3[CH:7]=[CH:8][CH:9]=[CH:10][C:4]2=3)=[O:22])[CH:17]=[CH:18][CH:19]=1 |f:1.2|. Reported procedure: A solution of 18.2 g of 2,3-dihydro-2-oxo-benzo[b]thiophene in 60 ml of hexamethylphosphoric acid triamide is added dropwise to a suspension of 5.9 g of a 50% strength sodium hydride/mineral oil suspension in 180 ml of hexamethylphosphoric acid triamide, whilst cooling, the reaction temperature being kept below 15°. After stirring for one hour at room temperature, 30.4 g of phenyl N-(3-chlorophenyl)-carbamate are added in portions, with external cooling. The mixture is stirred for a further 16 h...